The task is: describe an organic reaction: reactants, conditions, products, and yield. This data is from the Open Reaction Database (ORD), a public repository of structured organic reaction records. Starting materials: CC(=O)OCC1=C(N2[C@@H]([C@@H](C2=O)N)SC1)C(=O)O (7-Aminocephalosporanic acid), COC(=O)CN1N=NN=C1S (1-methoxycarbonylmethyl-1H-tetrazole-5-thiol). Yields the product NC1[C@@H]2N(C(=C(CS2)CSC2=NN=NN2CC(=O)OC)C(=O)O)C1=O (7-amino-3-(1-methoxycarbonylmethyl-1H-tetrazol-5-yl)thiomethyl-3-cephem-4-carboxylic acid). Reaction SMILES: CC(O[CH2:5][C:6]1[CH2:15][S:14][C@@H:9]2[C@H:10]([NH2:13])[C:11](=[O:12])[N:8]2[C:7]=1[C:16]([OH:18])=[O:17])=O.[CH3:19][O:20][C:21]([CH2:23][N:24]1[C:28]([SH:29])=[N:27][N:26]=[N:25]1)=[O:22]>>[NH2:13][CH:10]1[C:11](=[O:12])[N:8]2[C:7]([C:16]([OH:18])=[O:17])=[C:6]([CH2:5][S:29][C:28]3[N:24]([CH2:23][C:21]([O:20][CH3:19])=[O:22])[N:25]=[N:26][N:27]=3)[CH2:15][S:14][C@H:9]12. Reported procedure: 7-Aminocephalosporanic acid was reacted with 1-methoxycarbonylmethyl-1H-tetrazole-5-thiol in a conventional manner to give 7-amino-3-(1-methoxycarbonylmethyl-1H-tetrazol-5-yl)thiomethyl-3-cephem-4-carboxylic acid.